This data is from the Open Reaction Database (ORD), a public repository of structured organic reaction records. The task is: describe an organic reaction: reactants, conditions, products, and yield The product is COc1ccc(COC(CCc2ccc(-c3ccccc3)cc2)C(CCO[Si](C)(C)C(C)(C)C)C(=O)OC(C)(C)C)cc1. RXN SMILES: [Cl:35][C:36]([Cl:37])([Cl:38])[C:48](=[NH:49])[O:50][CH2:39][c:40]1[cH:41][cH:42][c:43]([O:46][CH3:47])[cH:44][cH:45]1.[O:51]1[CH2:52][CH2:53][CH2:54][CH2:55]1.[c:1]1(-[c:29]2[cH:30][cH:31][cH:32][cH:33][cH:34]2)[cH:2][cH:3][c:4]([CH2:7][CH2:8][CH:9]([CH:10]([C:11](=[O:12])[O:13][C:14]([CH3:15])([CH3:16])[CH3:17])[CH2:18][CH2:19][O:20][Si:21]([CH3:22])([CH3:23])[C:24]([CH3:25])([CH3:26])[CH3:27])[OH:28])[cH:5][cH:6]1>>[c:1]1(-[c:29]2[cH:30][cH:31][cH:32][cH:33][cH:34]2)[cH:2][cH:3][c:4]([CH2:7][CH2:8][CH:9]([CH:10]([C:11](=[O:12])[O:13][C:14]([CH3:15])([CH3:16])[CH3:17])[CH2:18][CH2:19][O:20][Si:21]([CH3:22])([CH3:23])[C:24]([CH3:25])([CH3:26])[CH3:27])[O:28][CH2:39][c:40]2[cH:41][cH:42][c:43]([O:46][CH3:47])[cH:44][cH:45]2)[cH:5][cH:6]1. Reactants: COc1ccc(COC(=N)C(Cl)(Cl)Cl)cc1, C1CCOC1, CC(C)(C)OC(=O)C(CCO[Si](C)(C)C(C)(C)C)C(O)CCc1ccc(-c2ccccc2)cc1. Starting materials: C(C)[C@H]1N(C[C@H](N(C1)CC1=CC=CC=C1)C)C ((2R,5R)-2-Ethyl-1,5-dimethyl-4-(phenylmethyl)piperazine). Run in CO (MeOH). Product: hydrochloride salt, C(C)[C@H]1N(C[C@H](NC1)C)C ((2R,5R)-2-ethyl-1,5-dimethylpiperazine). Yield: 149.6%. As a reaction SMILES: [CH2:1]([C@@H:3]1[CH2:8][N:7](CC2C=CC=CC=2)[C@H:6]([CH3:16])[CH2:5][N:4]1[CH3:17])[CH3:2]>CO>[CH2:1]([C@@H:3]1[CH2:8][NH:7][C@H:6]([CH3:16])[CH2:5][N:4]1[CH3:17])[CH3:2]. Procedure details: (2R,5R)-2-Ethyl-1,5-dimethyl-4-(phenylmethyl)piperazine (873 mg, 3.76 mmol) was dissolved in 50 mL of MeOH, degassed and placed under argon. 10% Pd/C (175 mg) was added, and the contents were thoroughly degassed and placed under a hydrogen balloon for approximately 3 hrs. The contents were then degassed and filtered through Celite, and the Celite pad was washed with DCM and MeOH. After 7.9 mL 1N HCl was added, the resulting filtrate was concentrated in vacuo to provide the hydrochloride salt of ...